This data is from the Open Reaction Database (ORD), a public repository of structured organic reaction records. The task is: describe an organic reaction: reactants, conditions, products, and yield The reactants are C(C)(C)(C)OCC=CCOC(C)(C)C (1,4-bis-tert.-butoxybut-2-ene), O1CCCC1 (tetrahydrofuran). The reagents and catalysts are Rh. Run at time 24 hour. Product: C(=O)C(COC(C)(C)C)CCOC(C)(C)C (2-Formyl-1,4-bis-tert.-butoxybutane). As a reaction SMILES: [C:1]([O:5][CH2:6][CH:7]=[CH:8][CH2:9][O:10][C:11]([CH3:14])([CH3:13])[CH3:12])([CH3:4])([CH3:3])[CH3:2].[O:15]1CCC[CH2:16]1>>[CH:16]([CH:8]([CH2:7][CH2:6][O:5][C:1]([CH3:3])([CH3:4])[CH3:2])[CH2:9][O:10][C:11]([CH3:14])([CH3:13])[CH3:12])=[O:15]. Reported procedure: 2,500 g of 1,4-bis-tert.-butoxybut-2-ene were hydroformylated in a conventional manner by means of an equimolar mixture of CO and H2 and 50 mg of the Rh catalyst mentioned in Example 1, in the presence of 2,000 g of tetrahydrofuran, at 100° C. and 650 bar for 24 hours. Product: O=Cc1ccc(CBr)cc1. RXN SMILES: [Br:1][CH2:2][c:3]1[cH:4][cH:5][c:6]([CH2:7][OH:8])[cH:9][cH:10]1.[CH2:22]([Cl:23])[Cl:24].[O:11]=[Cr:12]([Cl:13])([O-:14])=[O:15].[nH+:16]1[cH:17][cH:18][cH:19][cH:20][cH:21]1>>[Br:1][CH2:2][c:3]1[cH:4][cH:5][c:6]([CH:7]=[O:8])[cH:9][cH:10]1. Starting materials: OCc1ccc(CBr)cc1, ClCCl, O=[Cr](=O)([O-])Cl, c1cc[nH+]cc1. Starting materials: O=C(Nc1cnc(Br)cn1)c1c(F)cccc1F, O=C([O-])[O-], C1COCCO1, CCOC(C)=O, OB(O)c1cc(C(F)(F)F)ccc1Cl, [K+], [K+], [Pd]. Yields the product O=C(Nc1cnc(-c2cc(C(F)(F)F)ccc2Cl)cn1)c1c(F)cccc1F. As a reaction SMILES: [Br:15][c:16]1[n:17][cH:18][c:19]([NH:22][C:23]([c:24]2[c:25]([F:31])[cH:26][cH:27][cH:28][c:29]2[F:30])=[O:32])[n:20][cH:21]1.[C:33](=[O:34])([O-:35])[O-:36].[CH2:46]1[O:47][CH2:48][CH2:49][O:50][CH2:51]1.[CH3:39][CH2:40][O:41][C:42](=[O:43])[CH3:44].[Cl:1][c:2]1[c:3]([B:12]([OH:13])[OH:14])[cH:4][c:5]([C:8]([F:9])([F:10])[F:11])[cH:6][cH:7]1.[K+:37].[K+:38].[Pd:45]>>[Cl:1][c:2]1[c:3](-[c:16]2[n:17][cH:18][c:19]([NH:22][C:23]([c:24]3[c:25]([F:31])[cH:26][cH:27][cH:28][c:29]3[F:30])=[O:32])[n:20][cH:21]2)[cH:4][c:5]([C:8]([F:9])([F:10])[F:11])[cH:6][cH:7]1. Reactants: N(=[N+]=[N-])CCOCCOCCOCCOC=1C=C(C=O)C=C(C1OC)OC (3-{2-[2-(2-{2-Azidoethoxy}ethoxy)ethoxy]ethoxy}-4,5-dimethoxybenzaldehyde), C(CO)O (ethylene glycol), C([O-])(O)=O.[Na+] (sodium bicarbonate). Reagents/catalysts: O.C1(=CC=C(C=C1)S(=O)(=O)O)C (p-toluene sulfonic acid monohydrate). The solvent is C1(=CC=CC=C1)C (toluene). Product: N(=[N+]=[N-])CCOCCOCCOCCOC=1C=C(C=C(C1OC)OC)C1OCCO1 (2-(3-{2-[2-(2-{2-Azidoethoxy}ethoxy)ethoxy]ethoxy}-4,5-dimethoxyphenyl)-1,3-dioxolane). The yield is 83.7%. Reaction SMILES: [N:1]([CH2:4][CH2:5][O:6][CH2:7][CH2:8][O:9][CH2:10][CH2:11][O:12][CH2:13][CH2:14][O:15][C:16]1[CH:17]=[C:18]([CH:21]=[C:22]([O:26][CH3:27])[C:23]=1[O:24][CH3:25])[CH:19]=[O:20])=[N+:2]=[N-:3].[CH2:28](O)[CH2:29][OH:30].C(=O)(O)[O-].[Na+]>C1(C)C=CC=CC=1.O.C1(C)C=CC(S(O)(=O)=O)=CC=1>[N:1]([CH2:4][CH2:5][O:6][CH2:7][CH2:8][O:9][CH2:10][CH2:11][O:12][CH2:13][CH2:14][O:15][C:16]1[CH:17]=[C:18]([CH:19]2[O:30][CH2:29][CH2:28][O:20]2)[CH:21]=[C:22]([O:26][CH3:27])[C:23]=1[O:24][CH3:25])=[N+:2]=[N-:3] |f:2.3,5.6|. Reported procedure: A mixture of 4.95 g (12.91 mmol) 3-{2-[2-(2-{2-azidoethoxy}ethoxy)ethoxy]ethoxy}-4,5-dimethoxybenzaidehyde 8, 5 ml (5.57 g, 90 mmol) ethylene glycol and 200 mg (1.0 mmol) p-toluene sulfonic acid monohydrate was refluxed in 120 ml of toluene for 8 hrs using a Dean-Stark trap. After cooling to room temperature the rection mixture was poured into 200 ml of diluted sodium bicarbonate solution, washed with water and brine and dried over magnesium sulfate. After removal of the solvent the residue was ...